Dataset: the Open Reaction Database (ORD), a public repository of structured organic reaction records. Task: describe an organic reaction: reactants, conditions, products, and yield Reactants: NC1=N[C@](C(C(N1C)=O)(C)C)(C)C1=C(C=CC(=C1)N)F ((S)-2-amino-6-(5-amino-2-fluoro-phenyl)-3,5,5,6-tetramethyl-5,6-dihydro-3H-pyrimidin-4-one), [B][B][B][B][B][B][B][B][B][B] (decaborane), NC1=N[C@](C(C(N1C)=O)(C)C)(C)C1=C(C=CC(=C1)N)F ((S)-2-amino-6-(5-amino-2-fluoro-phenyl)-3,5,5,6-tetramethyl-5,6-dihydro-3H-pyrimidin-4-one), OC1C(CC(C1)(C)C)=O (rac-2-hydroxy-4,4-dimethyl-cyclopentanone). The product is NC1=N[C@](C(C(N1C)=O)(C)C)(C)C1=C(C=CC(=C1)NC1C(CC(C1)(C)C)O)F ((S)-2-Amino-6-[2-fluoro-5-(2-hydroxy-4,4-dimethyl-cyclopentylamino)-phenyl]-3,5,5,6-tetramethyl-5,6-dihydro-3H-pyrimidin-4-one). As a reaction SMILES: [NH2:1][C:2]1[N:7]([CH3:8])[C:6](=[O:9])[C:5]([CH3:11])([CH3:10])[C@:4]([C:13]2[CH:18]=[C:17]([NH2:19])[CH:16]=[CH:15][C:14]=2[F:20])([CH3:12])[N:3]=1.[OH:21][CH:22]1[CH2:26][C:25]([CH3:28])([CH3:27])[CH2:24][C:23]1=O.[B][B][B][B][B][B][B][B][B][B]>>[NH2:1][C:2]1[N:7]([CH3:8])[C:6](=[O:9])[C:5]([CH3:10])([CH3:11])[C@:4]([C:13]2[CH:18]=[C:17]([NH:19][CH:23]3[CH2:24][C:25]([CH3:28])([CH3:27])[CH2:26][CH:22]3[OH:21])[CH:16]=[CH:15][C:14]=2[F:20])([CH3:12])[N:3]=1 |^3:29,38,^1:30,31,32,33,34,35,36,37|. Reported procedure: The reductive amination of (S)-2-amino-6-(5-amino-2-fluoro-phenyl)-3,5,5,6-tetramethyl-5,6-dihydro-3H-pyrimidin-4-one (intermediate J) and rac-2-hydroxy-4,4-dimethyl-cyclopentanone using decaborane yielded a mixture of epimers of the title compound as white solid. MS (ESI): m/z=391.4 [M+H]+. The reactants are [BH4-].[Na+] (sodium borohydride), CC(C(C(CS(=O)(=O)C1=CC=CC=C1)N1N=CN=C1)=O)(C)C (4,4-dimethyl-1-phenylsulphonyl-2-(1,2,4-triazol-1-yl)-pentan-3-one), [Cl-].[Ca+2].[Cl-] (calcium chloride). Solvent: O (water), C(C)(C)O (isopropanol). Run at time 18 hour. Yields the product CC(C(C(CS(=O)(=O)C1=CC=CC=C1)N1N=CN=C1)O)(C)C (4,4-dimethyl-1-phenylsulphonyl-2-(1,2,4-triazol-1-yl)-pentan-3-ol). Isolated yield 66.0%. RXN SMILES: [BH4-].[Na+].[CH3:3][C:4]([CH3:24])([CH3:23])[C:5](=[O:22])[CH:6]([N:17]1[CH:21]=[N:20][CH:19]=[N:18]1)[CH2:7][S:8]([C:11]1[CH:16]=[CH:15][CH:14]=[CH:13][CH:12]=1)(=[O:10])=[O:9].[Cl-].[Ca+2].[Cl-]>O.C(O)(C)C>[CH3:3][C:4]([CH3:24])([CH3:23])[CH:5]([OH:22])[CH:6]([N:17]1[CH:21]=[N:20][CH:19]=[N:18]1)[CH2:7][S:8]([C:11]1[CH:16]=[CH:15][CH:14]=[CH:13][CH:12]=1)(=[O:10])=[O:9] |f:0.1,3.4.5|. Reported procedure: A solution of 0.87 g (0.0229 mol) of sodium borohydride in 20 ml of water was added dropwise to a suspension of 10 g (0.0328 mol) of 4,4-dimethyl-1-phenylsulphonyl-2-(1,2,4-triazol-1-yl)-pentan-3-one (obtained as described in Example 4) and 2.42 g (0.0221 mol) of calcium chloride in 150 ml of isopropanol at -10° C. After 18 hours, the reaction mixture was worked up according to Example 3. 7 g (68.6% of theory) of 4,4-dimethyl-1-phenylsulphonyl-2-(1,2,4-triazol-1-yl)-pentan-3-ol of melting point ... Starting materials: Cc1ccc(S(=O)(=O)OCC2CO2)cc1, CCOC(C)=O, CN(C)C=O, [H-], N#Cc1cc2c(Oc3ccc(N)cc3)ccnc2cc1O, [Na+], O. The product is N#Cc1cc2c(Oc3ccc(N)cc3)ccnc2cc1OCC1CO1. RXN SMILES: [CH3:24][c:25]1[cH:26][cH:27][c:28]([S:29]([O:30][CH2:35][CH:36]2[O:37][CH2:38]2)(=[O:31])=[O:32])[cH:33][cH:34]1.[CH3:39][CH2:40][O:41][C:42](=[O:43])[CH3:44].[CH3:45][N:46]([CH3:47])[CH:48]=[O:49].[H-:22].[NH2:1][c:2]1[cH:3][cH:4][c:5]([O:6][c:7]2[cH:8][cH:9][n:10][c:11]3[cH:12][c:13]([OH:19])[c:14]([C:17]#[N:18])[cH:15][c:16]23)[cH:20][cH:21]1.[Na+:23].[OH2:50]>>[NH2:1][c:2]1[cH:3][cH:4][c:5]([O:6][c:7]2[cH:8][cH:9][n:10][c:11]3[cH:12][c:13]([O:19][CH2:35][CH:36]4[O:37][CH2:38]4)[c:14]([C:17]#[N:18])[cH:15][c:16]23)[cH:20][cH:21]1.